Dataset: the Open Reaction Database (ORD), a public repository of structured organic reaction records. Task: describe an organic reaction: reactants, conditions, products, and yield Reactants: C1CCOC1, CC1(C)OCc2cc(C3CN(CCc4ccc(OCCOCc5cccc(NC(N)=O)c5)cc4)C(=O)O3)ccc2O1, CC1(C)OCc2cc(C3CN(CCc4ccc(OCCOCc5cccc(NC(=N)OC(=N)N)c5)cc4)C(=O)O3)ccc2O1. Product: CC1(C)OCc2cc(C(O)CNCCc3ccc(OCCOCc4cccc(NC(N)=O)c4)cc3)ccc2O1. RXN SMILES: [CH2:86]1[O:87][CH2:88][CH2:89][CH2:90]1.[CH3:1][C:2]1([CH3:41])[O:3][CH2:4][c:5]2[c:6]([cH:8][cH:9][c:10]([CH:12]3[CH2:13][N:14]([CH2:18][CH2:19][c:20]4[cH:21][cH:22][c:23]([O:24][CH2:25][CH2:26][O:27][CH2:28][c:29]5[cH:30][c:31]([NH:35][C:36](=[O:37])[NH2:38])[cH:32][cH:33][cH:34]5)[cH:39][cH:40]4)[C:15](=[O:17])[O:16]3)[cH:11]2)[O:7]1.[CH3:42][C:43]1([CH3:44])[O:45][c:46]2[cH:47][cH:48][c:49]([CH:50]3[O:51][C:52](=[O:53])[N:54]([CH2:55][CH2:56][c:57]4[cH:58][cH:59][c:60]([O:61][CH2:62][CH2:63][O:64][CH2:65][c:66]5[cH:67][c:68]([NH:69][C:70](=[NH:71])[O:72][C:73](=[NH:74])[NH2:75])[cH:76][cH:77][cH:78]5)[cH:79][cH:80]4)[CH2:81]3)[cH:82][c:83]2[CH2:84][O:85]1>>[CH3:1][C:2]1([CH3:41])[O:3][CH2:4][c:5]2[c:6]([cH:8][cH:9][c:10]([CH:12]([CH2:13][NH:14][CH2:18][CH2:19][c:20]3[cH:21][cH:22][c:23]([O:24][CH2:25][CH2:26][O:27][CH2:28][c:29]4[cH:30][c:31]([NH:35][C:36](=[O:37])[NH2:38])[cH:32][cH:33][cH:34]4)[cH:39][cH:40]3)[OH:16])[cH:11]2)[O:7]1.